Dataset: the Open Reaction Database (ORD), a public repository of structured organic reaction records. Task: describe an organic reaction: reactants, conditions, products, and yield Reported procedure: The title compound, white solid (61 mg, 81%), MS (ISP) m/z=302.5 [(M+H)+], mp 285.5° C., was prepared in accordance with the general method of example 1 from 6-bromo-1-oxo-1,2,3,4-tetrahydro-pyrazino[1,2-a]indole-8-carbonitrile (intermediate 15) (72.5 mg, 0.25 mmol) and commercially available p-tolylboronic acid (44.2 mg, 0.325 mmol). RXN SMILES: Br[C:2]1[C:10]2[N:9]3[CH2:11][CH2:12][NH:13][C:14](=[O:15])[C:8]3=[CH:7][C:6]=2[CH:5]=[C:4]([C:16]#[N:17])[CH:3]=1.B(O)(O)[C:19]1[CH:20]=[CH:21][C:22]([CH3:25])=[CH:23][CH:24]=1>>[O:15]=[C:14]1[C:8]2=[CH:7][C:6]3[CH:5]=[C:4]([C:16]#[N:17])[CH:3]=[C:2]([C:19]4[CH:24]=[CH:23][C:22]([CH3:25])=[CH:21][CH:20]=4)[C:10]=3[N:9]2[CH2:11][CH2:12][NH:13]1. Reactants: solid, BrC1=CC(=CC=2C=C3N(C12)CCNC3=O)C#N (6-bromo-1-oxo-1,2,3,4-tetrahydro-pyrazino[1,2-a]indole-8-carbonitrile), BrC1=CC(=CC=2C=C3N(C12)CCNC3=O)C#N (6-bromo-1-oxo-1,2,3,4-tetrahydro-pyrazino[1,2-a]indole-8-carbonitrile), B(C=1C=CC(=CC1)C)(O)O (p-tolylboronic acid). Product: O=C1NCCN2C1=CC=1C=C(C=C(C21)C2=CC=C(C=C2)C)C#N (1-Oxo-6-p-tolyl-1,2,3,4-tetrahydro-pyrazino[1,2-a]indole-8-carbonitrile).